This data is from the Open Reaction Database (ORD), a public repository of structured organic reaction records. The task is: describe an organic reaction: reactants, conditions, products, and yield Reactants: C(OC)(OC)OC (trimethyl orthoformate), C1(=CC=C(C=C1)S(=O)(=O)O)C (p-toluenesulfonic acid), COC(C(=O)OC)(C)OC (Methyl pyruvate dimethylacetal), C1(O)=CC=C(O)C=C1 (hydroquinone), C(C(=O)C)(=O)OC (methyl pyruvate). The solvent is CO (MeOH), CO (MeOH). The product is dimethyl acetal, C(C(=O)C)(=O)OC (methyl pyruvate), COC(C(=O)OC)=C (Methyl 2-methoxy-2-propenoate). Reaction SMILES: [C:1]([O:6][CH3:7])(=[O:5])[C:2]([CH3:4])=[O:3].C(OC)(OC)OC.C1(C)C=CC(S(O)(=O)=O)=CC=1.[CH3:26][O:27][C:28](OC)([CH3:33])[C:29]([O:31][CH3:32])=[O:30].C1(C=CC(O)=CC=1)O>CO>[C:1]([O:6][CH3:7])(=[O:5])[C:2]([CH3:4])=[O:3].[CH3:26][O:27][C:28](=[CH2:33])[C:29]([O:31][CH3:32])=[O:30]. Procedure: The dimethyl acetal of methyl pyruvate was prepared using methyl pyruvate, trimethyl orthoformate, MeOH and p-toluenesulfonic acid according to the method of Wermuth (Bull. Soc. Chim. France, 732 (1964)). Methyl pyruvate dimethylacetal (50 g) p-toluenesulfonic acid (1.34 g) and hydroquinone (1.90 g) were heated in an oil bath (approx. 150° C.) and MeOH was allowed to distill off slowly (approx. 10 mL). The residue was then distilled to afford the title ester, bp approx. 50° C./20 mmHg. Starting materials: COC(C1=CC(=CC=C1)OC1=C(C(=CC=C1)OCCCOC1=C(C=C(C(=C1)O)C=1SC=CN1)CC)CCC)=O (3-[3-(2-Ethyl-5-hydroxy-4-thiazol-2-yl-phenoxy)propoxyl-2-propylphenoxy}benzoic acid methyl ester), CO.O1CCOCC1 (methanol dioxane), [OH-].[Li+] (lithium hydroxide). Yields the product C(C)C1=C(OCCCOC=2C(=C(OC3=C(C(=O)O)C=CC=C3)C=CC2)CCC)C=C(C(=C1)C=1SC=CN1)O (2-{3-[3-(2-Ethyl-5-hydroxy-4-thiazol-2-yl-phenoxy)propoxy]-2-propyl-phenoxy}benzoic acid). Isolated yield 69.0%. Reaction SMILES: COC(=O)[C:4]1[CH:9]=[CH:8][CH:7]=[C:6]([O:10][C:11]2[CH:16]=[CH:15][CH:14]=[C:13]([O:17][CH2:18][CH2:19][CH2:20][O:21][C:22]3[CH:27]=[C:26]([OH:28])[C:25]([C:29]4[S:30][CH:31]=[CH:32][N:33]=4)=[CH:24][C:23]=3[CH2:34][CH3:35])[C:12]=2[CH2:36][CH2:37][CH3:38])[CH:5]=1.[OH-:40].[Li+].CO.[O:44]1[CH2:49]COCC1>>[CH2:34]([C:23]1[CH:24]=[C:25]([C:29]2[S:30][CH:31]=[CH:32][N:33]=2)[C:26]([OH:28])=[CH:27][C:22]=1[O:21][CH2:20][CH2:19][CH2:18][O:17][C:13]1[C:12]([CH2:36][CH2:37][CH3:38])=[C:11]([CH:16]=[CH:15][CH:14]=1)[O:10][C:6]1[CH:5]=[CH:4][CH:9]=[CH:8][C:7]=1[C:49]([OH:44])=[O:40])[CH3:35] |f:1.2,3.4|. Procedure details: 2-{3-[3-(2-Ethyl-5-hydroxy-4-thiazol-2-yl-phenoxy)propoxyl-2-propylphenoxy}benzoic acid methyl ester (107 mg, 0.196 mmol) was dissolved in a 1:1 solution of methanol/dioxane (3 mL) and treated with 1 N lithium hydroxide solution (1 mL) at 60° C. for 2 h. The mixture was concentrated in vacuo and the residue diluted with water, washed twice with diethyl ether, and the aqueous layer acidified with 1 N hydrochloric acid. The resulting solution was extracted twice with methylene chloride and the com... Reactants: NC1=CC2=C(N=C(N2)S)C=C1 (5-amino-2-mercaptobenzimidazole), O (water), C(CCCCCCC)(=O)Cl (octanoyl chloride). Solvent: CC(=O)N(C)C (dimethylacetamide), C(C)#N (acetonitrile). Conditions: temperature 50 celsius, time 2 hour. Product: SC=1NC2=C(N1)C=CC(=C2)NC(CCCCCCC)=O (2-mercapto-5-octanamidobenzimidazole). Yield: 87.4%. As a reaction SMILES: [NH2:1][C:2]1[CH:11]=[CH:10][C:5]2[N:6]=[C:7]([SH:9])[NH:8][C:4]=2[CH:3]=1.[C:12](Cl)(=[O:20])[CH2:13][CH2:14][CH2:15][CH2:16][CH2:17][CH2:18][CH3:19].O>CC(N(C)C)=O.C(#N)C>[SH:9][C:7]1[NH:8][C:4]2[CH:3]=[C:2]([NH:1][C:12](=[O:20])[CH2:13][CH2:14][CH2:15][CH2:16][CH2:17][CH2:18][CH3:19])[CH:11]=[CH:10][C:5]=2[N:6]=1. Procedure: 8.3 g of 5-amino-2-mercaptobenzimidazole was suspended in a mixture of 20 ml of dimethylacetamide and 35 ml of acetonitrile. 8.5 g of octanoyl chloride was dropped into the suspension at 50° C. After stirring at 50° C. for 2 hours, 20 ml of water was added to the reaction mixture. Crystals thus formed were collected by filtration, washed with water and dried to obtain 12.8 g of 2-mercapto-5-octanamidobenzimidazole (yield: 88%).